This data is from the Open Reaction Database (ORD), a public repository of structured organic reaction records. The task is: describe an organic reaction: reactants, conditions, products, and yield Starting materials: C(C#CCC#CCCCCC)O (2,5-undecadiyn-1-ol), [H][H] (hydrogen), N1=CC=CC2=CC=CC=C12 (quinoline). The reagents and catalysts are [Pd].CC(=O)[O-].CC(=O)[O-].[Pb+2] (Lindlar catalyst). The solvent is C(C)O (ethanol). Reaction conditions: time 7 hour. Product: C(\C=C/C\C=C/CCCCC)O ((Z,Z)-2,5-undecadien-1-ol). Isolated yield 69.6%. Reaction SMILES: [CH2:1]([OH:12])[C:2]#[C:3][CH2:4][C:5]#[C:6][CH2:7][CH2:8][CH2:9][CH2:10][CH3:11].N1C2C(=CC=CC=2)C=CC=1.[H][H]>C(O)C.[Pd].CC([O-])=O.CC([O-])=O.[Pb+2]>[CH2:1]([OH:12])/[CH:2]=[CH:3]\[CH2:4]/[CH:5]=[CH:6]\[CH2:7][CH2:8][CH2:9][CH2:10][CH3:11] |f:4.5.6.7|. Procedure: 2,5-undecadiyn-1-ol (1.5 g) in absolute ethanol (15 ml) was reduced with Lindlar catalyst (0.33 g) in the presence of quinoline (0.1 ml) at 25° C., 1 atm., for 7 h. The uptake of hydrogen stopped at 420 ml (theoretical 428 ml). The solution was filtered, and the solvent was evaporated to give 1.5 g of crude product which was then purified by column chromatography on silica gel (50 g). Elution with ether-petroleum ether (1:4 parts by volume) gave 1.07 g of (Z,Z)-2,5-undecadien-1-ol as an oil. Run at temperature 140 celsius, time 75 minute. Reaction SMILES: [C:1]1([S:7]([CH2:10][C:11]2[C:16]([C:17]([O:19][CH2:20][CH3:21])=[O:18])=[C:15]([O:22][CH3:23])[C:14]([C:24]3[CH2:28][CH:27](O)[O:26][N:25]=3)=[CH:13][CH:12]=2)(=[O:9])=[O:8])[CH:6]=[CH:5][CH:4]=[CH:3][CH:2]=1>C(O)C>[C:1]1([S:7]([CH2:10][C:11]2[C:16]([C:17]([O:19][CH2:20][CH3:21])=[O:18])=[C:15]([O:22][CH3:23])[C:14]([C:24]3[CH:28]=[CH:27][O:26][N:25]=3)=[CH:13][CH:12]=2)(=[O:9])=[O:8])[CH:6]=[CH:5][CH:4]=[CH:3][CH:2]=1. Isolated yield 76.5%. The solvent is C(C)O (ethanol). Yields the product C1(=CC=CC=C1)S(=O)(=O)CC1=CC=C(C(=C1C(=O)OCC)OC)C1=NOC=C1 (ethyl 6-(benzenesulphonylmethyl)-3-(isoxazol-3-yl)-2-methoxybenzoate). Reactants: C1(=CC=CC=C1)S(=O)(=O)CC1=CC=C(C(=C1C(=O)OCC)OC)C1=NOC(C1)O (ethyl 6-(benzenesulphonylmethyl)-3-(5-hydroxy-4,5-dihydroisoxazol-3-yl)-2-methoxybenzoate), C1(=CC=CC=C1)S(=O)(=O)CC1=CC=C(C(=C1C(=O)OCC)OC)C1=NOC(C1)O (ethyl 6-(benzenesulphonylmethyl)-3-(5-hydroxy-4,5-dihydroisoxazol-3-yl)-2-methoxybenzoate). Reported procedure: A solution of ethyl 6-(benzenesulphonylmethyl)-3-(5-hydroxy-4,5-dihydroisoxazol-3-yl)-2-methoxybenzoate (Intermediate 49, 0.041 g) in ethanol (3 ml) was stirred and heated in the microwave at 140° C. for 15 minutes then at 160° C. for 75 minutes. After cooling, the solution was evaporated to dryness and the residue was purified by chromatography on silica, eluting with a mixture of ethyl acetate and cyclohexane with a gradient of 0-50% to give ethyl 6-(benzenesulphonylmethyl)-3-(isoxazol-3-yl)-2...